Dataset: the Open Reaction Database (ORD), a public repository of structured organic reaction records. Task: describe an organic reaction: reactants, conditions, products, and yield Starting materials: SCc1ccccc1, CO, Clc1ncc(Br)cn1. Product: Brc1cnc(SCc2ccccc2)nc1. RXN SMILES: [CH2:1]([c:2]1[cH:3][cH:4][cH:5][cH:6][cH:7]1)[SH:8].[CH3:17][OH:18].[Cl:9][c:10]1[n:11][cH:12][c:13]([Br:16])[cH:14][n:15]1>>[CH2:1]([c:2]1[cH:3][cH:4][cH:5][cH:6][cH:7]1)[S:8][c:10]1[n:11][cH:12][c:13]([Br:16])[cH:14][n:15]1. Procedure: A solution of Intermediate 76 (202 mg) in ethanol (8 ml) was added with 5 N aqueous hydrochloric acid (1.5 ml), and stirred at 80° C. for 18.5 hours. The reaction mixture was concentrated under reduced pressure, and added with water (20 ml) and ethyl acetate (80 ml) for extraction. The organic layer was washed with saturated brine and dried, and then the solvent was evaporated under reduced pressure. The residue was added with 2 N aqueous sodium hydroxide (1.0 ml), reacted and treated according ... The product is C1(CCCC1)COC1=C(C=C(C=C1)CCC(=O)O)C1=CC2=C(NC(S2)=O)C=C1 (3-[4-cyclopentylmethyloxy-3-(2-oxo-2,3-dihydrobenzothiazol-6-yl)phenyl]propionic acid). Reaction conditions: temperature 80 celsius, time 18.5 hour. Starting materials: BrC=1SC2=C(N1)C=CC(=C2)C=2C=C(C=CC2OCC2CCCCC2)CCC(=O)OCC (ethyl 3-[3-(2-bromobenzothiazol-6-yl)-4-cyclohexylmethyloxyphenyl]propionate), Cl (hydrochloric acid), FC=1C=C(C=CC1OC)CCC(=O)O (3-(3-fluoro-4-methoxyphenyl)propionic acid). The solvent is C(C)O (ethanol). As a reaction SMILES: Br[C:2]1[S:3][C:4]2[CH:10]=[C:9]([C:11]3[CH:12]=[C:13]([CH2:25][CH2:26][C:27]([O:29]CC)=[O:28])[CH:14]=[CH:15][C:16]=3[O:17][CH2:18][CH:19]3[CH2:24][CH2:23][CH2:22]C[CH2:20]3)[CH:8]=[CH:7][C:5]=2[N:6]=1.Cl.FC1C=C(CCC(O)=O)C=CC=1[O:40]C>C(O)C>[CH:19]1([CH2:18][O:17][C:16]2[CH:15]=[CH:14][C:13]([CH2:25][CH2:26][C:27]([OH:29])=[O:28])=[CH:12][C:11]=2[C:9]2[CH:8]=[CH:7][C:5]3[NH:6][C:2](=[O:40])[S:3][C:4]=3[CH:10]=2)[CH2:24][CH2:23][CH2:22][CH2:20]1. Product: FC(F)(F)c1cc(-c2cccnc2)c2c(c1)ncn2-c1ccccc1. RXN SMILES: [C:32](=[O:33])([OH:34])[O-:35].[CH2:21]([B:22]([CH2:23][CH3:30])[c:24]1[cH:25][n:26][cH:27][cH:28][cH:29]1)[CH3:31].[CH2:41]([CH2:42][O:43][CH3:44])[O:45][CH3:46].[CH3:37][CH2:38][OH:39].[I:1][c:2]1[cH:3][c:4]([C:17]([F:18])([F:19])[F:20])[cH:5][c:6]2[c:7]1[n:8](-[c:11]1[cH:12][cH:13][cH:14][cH:15][cH:16]1)[cH:9][n:10]2.[Na+:36].[OH2:40].[cH:47]1[cH:48][cH:49][c:50]([P:51]([Pd:52]([P:53]([c:54]2[cH:55][cH:56][cH:57][cH:58][cH:59]2)([c:60]2[cH:61][cH:62][cH:63][cH:64][cH:65]2)[c:66]2[cH:67][cH:68][cH:69][cH:70][cH:71]2)([P:72]([c:73]2[cH:74][cH:75][cH:76][cH:77][cH:78]2)([c:79]2[cH:80][cH:81][cH:82][cH:83][cH:84]2)[c:85]2[cH:86][cH:87][cH:88][cH:89][cH:90]2)[P:91]([c:92]2[cH:93][cH:94][cH:95][cH:96][cH:97]2)([c:98]2[cH:99][cH:100][cH:101][cH:102][cH:103]2)[c:104]2[cH:105][cH:106][cH:107][cH:108][cH:109]2)([c:110]2[cH:111][cH:112][cH:113][cH:114][cH:115]2)[c:116]2[cH:117][cH:118][cH:119][cH:120][cH:121]2)[cH:122][cH:123]1>>[c:2]1(-[c:24]2[cH:25][n:26][cH:27][cH:28][cH:29]2)[cH:3][c:4]([C:17]([F:18])([F:19])[F:20])[cH:5][c:6]2[c:7]1[n:8](-[c:11]1[cH:12][cH:13][cH:14][cH:15][cH:16]1)[cH:9][n:10]2. The reactants are O=C([O-])O, CCB(CC)c1cccnc1, COCCOC, CCO, FC(F)(F)c1cc(I)c2c(c1)ncn2-c1ccccc1, [Na+], O, c1ccc(P(c2ccccc2)(c2ccccc2)[Pd](P(c2ccccc2)(c2ccccc2)c2ccccc2)(P(c2ccccc2)(c2ccccc2)c2ccccc2)P(c2ccccc2)(c2ccccc2)c2ccccc2)cc1. Reactants: COc1ccc(C(C)C)cc1-c1ccc(C(F)(F)F)cc1CN(c1cc(C(F)(F)F)cc(C(F)(F)F)c1)c1ncc(OCCCC(=O)OC(C)(C)C)cn1, C1COCCO1. Yields the product COc1ccc(C(C)C)cc1-c1ccc(C(F)(F)F)cc1CN(c1cc(C(F)(F)F)cc(C(F)(F)F)c1)c1ncc(OCCCC(=O)O)cn1. RXN SMILES: [F:1][C:2]([c:3]1[cH:4][c:5]([N:13]([c:14]2[n:15][cH:16][c:17]([O:20][CH2:21][CH2:22][CH2:23][C:24](=[O:25])[O:26][C:27]([CH3:28])([CH3:29])[CH3:30])[cH:18][n:19]2)[CH2:31][c:32]2[c:33](-[c:42]3[c:43]([O:51][CH3:52])[cH:44][cH:45][c:46]([CH:48]([CH3:49])[CH3:50])[cH:47]3)[cH:34][cH:35][c:36]([C:38]([F:39])([F:40])[F:41])[cH:37]2)[cH:6][c:7]([C:9]([F:10])([F:11])[F:12])[cH:8]1)([F:53])[F:54].[O:55]1[CH2:56][CH2:57][O:58][CH2:59][CH2:60]1>>[F:1][C:2]([c:3]1[cH:4][c:5]([N:13]([c:14]2[n:15][cH:16][c:17]([O:20][CH2:21][CH2:22][CH2:23][C:24](=[O:25])[OH:26])[cH:18][n:19]2)[CH2:31][c:32]2[c:33](-[c:42]3[c:43]([O:51][CH3:52])[cH:44][cH:45][c:46]([CH:48]([CH3:49])[CH3:50])[cH:47]3)[cH:34][cH:35][c:36]([C:38]([F:39])([F:40])[F:41])[cH:37]2)[cH:6][c:7]([C:9]([F:10])([F:11])[F:12])[cH:8]1)([F:53])[F:54].